This data is from the Open Reaction Database (ORD), a public repository of structured organic reaction records. The task is: describe an organic reaction: reactants, conditions, products, and yield Starting materials: B, O=C(O)C1CC(O)CN1C(=O)OCc1ccccc1, C1CCOC1, O. Product: O=C(OCc1ccccc1)N1CC(O)CC1CO. RXN SMILES: [BH3:1].[C:2](=[O:3])([O:4][CH2:5][c:6]1[cH:7][cH:8][cH:9][cH:10][cH:11]1)[N:12]1[CH:13]([C:14](=[O:15])[OH:16])[CH2:17][CH:18]([OH:20])[CH2:19]1.[CH2:22]1[O:23][CH2:24][CH2:25][CH2:26]1.[OH2:21]>>[C:2](=[O:3])([O:4][CH2:5][c:6]1[cH:7][cH:8][cH:9][cH:10][cH:11]1)[N:12]1[CH:13]([CH2:14][OH:15])[CH2:17][CH:18]([OH:20])[CH2:19]1. The reactants are CN1CCNCC1, CN(C)C=O, CSc1nn2c(Cl)cc(C)nc2c1S(=O)(=O)c1ccccc1. Yields the product CSc1nn2c(N3CCN(C)CC3)cc(C)nc2c1S(=O)(=O)c1ccccc1. Reaction SMILES: [CH3:1][N:2]1[CH2:3][CH2:4][NH:5][CH2:6][CH2:7]1.[O:30]=[CH:31][N:32]([CH3:33])[CH3:34].[c:8]1([S:14](=[O:15])(=[O:16])[c:17]2[c:18]([S:28][CH3:29])[n:19][n:20]3[c:21]2[n:22][c:23]([CH3:27])[cH:24][c:25]3[Cl:26])[cH:9][cH:10][cH:11][cH:12][cH:13]1>>[CH3:1][N:2]1[CH2:3][CH2:4][N:5]([c:25]2[n:20]3[n:19][c:18]([S:28][CH3:29])[c:17]([S:14]([c:8]4[cH:9][cH:10][cH:11][cH:12][cH:13]4)(=[O:15])=[O:16])[c:21]3[n:22][c:23]([CH3:27])[cH:24]2)[CH2:6][CH2:7]1. The reactants are N1(CCOCC1)C(=O)N.ClC=1C(=CC(=C(C1)CC(=S)O)OC)N1CCCCC1 (5-chloro-2-methoxy-4-(piperidin-1-yl)-phenylthioacetic acid morpholinamide). Run in O (water), C(C)(=O)O (acetic acid), Cl (hydrochloric acid). Product: ClC=1C(=CC(=C(C1)CC(=O)O)OC)N1CCCCC1 (5-chloro-2-methoxy-4-(piperidin-1-yl)-phenylacetic acid). Reaction SMILES: N1(C(N)=O)CC[O:4]CC1.[Cl:10][C:11]1[C:12]([N:23]2[CH2:28][CH2:27][CH2:26][CH2:25][CH2:24]2)=[CH:13][C:14]([O:21][CH3:22])=[C:15]([CH2:17][C:18]([OH:20])=S)[CH:16]=1>C(O)(=O)C.Cl.O>[Cl:10][C:11]1[C:12]([N:23]2[CH2:28][CH2:27][CH2:26][CH2:25][CH2:24]2)=[CH:13][C:14]([O:21][CH3:22])=[C:15]([CH2:17][C:18]([OH:4])=[O:20])[CH:16]=1 |f:0.1|. Procedure: A solution of 11.07 g (30 mmoles) of 5-chloro-2-methoxy-4-(piperidin-1-yl)-phenylthioacetic acid morpholinamide in 120 ml of glacial acetic acid and 30 ml of concentrated hydrochloric acid is boiled under reflux for 22 hours. The reaction mixture is cooled, diluted with water and extracted with methylene chloride. The combined methylene chloride phases are washed with water, dried over sodium sulphate and concentrated by evaporation in a high vacuum rotary evaporator. Chromatography over silica ... Starting materials: COC=1C=CC=C2C=C(NC12)C(=O)O (7-methoxyindole-2carboxylic acid), S(=O)(Cl)Cl (thionyl chloride). Solvent: C1(=CC=CC=C1)C (toluene). Product: C(CCC)OC(=O)C=1NC2=C(C=CC=C2C1)OC (7-methoxyindole-2-carboxylic acid n-butyl ester). Isolated yield 105.7%. Reaction SMILES: [CH3:1][O:2][C:3]1[CH:4]=[CH:5][CH:6]=[C:7]2[C:11]=1[NH:10][C:9]([C:12]([OH:14])=[O:13])=[CH:8]2.S(Cl)(Cl)=O>C1(C)C=CC=CC=1>[CH2:4]([O:13][C:12]([C:9]1[NH:10][C:11]2[C:7]([CH:8]=1)=[CH:6][CH:5]=[CH:4][C:3]=2[O:2][CH3:1])=[O:14])[CH2:3][CH2:11][CH3:7]. Procedure: A suspension of 6.0 g of 7-methoxyindole-2carboxylic acid in 100 ml of toluene is combined with 4.3 ml of thionyl chloride; the mixture is heated under stirring for 3 hours to 90° C., then concentrated under vacuum. The residue is combined with 50 ml of n-butanol and heated for one hour under reflux Then the mixture is evaporated to dryness under vacuum, the oily residue is boiled with 60 ml of petroleum ether, the clear solution is decanted from the dark residue, and cooling of the solution yie... Starting materials: CCOC(=O)Cc1cccc(-c2nc(COc3ccc(COc4nn(-c5ccccc5)cc4C=Cc4csc(CC)n4)cc3OC)c(C)o2)c1, CCO, Cl, [Na+], C1CCOC1, [OH-], O. The product is CCc1nc(C=Cc2cn(-c3ccccc3)nc2OCc2ccc(OCc3nc(-c4cccc(CC(=O)O)c4)oc3C)c(OC)c2)cs1. As a reaction SMILES: [CH2:1]([CH3:2])[c:3]1[s:4][cH:5][c:6]([CH:8]=[CH:9][c:10]2[c:11]([O:21][CH2:22][c:23]3[cH:24][c:25]([O:49][CH3:50])[c:26]([O:27][CH2:28][c:29]4[n:30][c:31](-[c:35]5[cH:36][c:37]([CH2:41][C:42](=[O:43])[O:44][CH2:45][CH3:46])[cH:38][cH:39][cH:40]5)[o:32][c:33]4[CH3:34])[cH:47][cH:48]3)[n:12][n:13](-[c:15]3[cH:16][cH:17][cH:18][cH:19][cH:20]3)[cH:14]2)[n:7]1.[CH3:60][CH2:61][OH:62].[ClH:58].[Na+:57].[O:51]1[CH2:52][CH2:53][CH2:54][CH2:55]1.[OH-:56].[OH2:59]>>[CH2:1]([CH3:2])[c:3]1[s:4][cH:5][c:6]([CH:8]=[CH:9][c:10]2[c:11]([O:21][CH2:22][c:23]3[cH:24][c:25]([O:49][CH3:50])[c:26]([O:27][CH2:28][c:29]4[n:30][c:31](-[c:35]5[cH:36][c:37]([CH2:41][C:42](=[O:43])[OH:44])[cH:38][cH:39][cH:40]5)[o:32][c:33]4[CH3:34])[cH:47][cH:48]3)[n:12][n:13](-[c:15]3[cH:16][cH:17][cH:18][cH:19][cH:20]3)[cH:14]2)[n:7]1.